describe an organic reaction: reactants, conditions, products, and yield From a dataset of the Open Reaction Database (ORD), a public repository of structured organic reaction records. The reactants are CC(=C)C(=O)O (α-methacrylic acid), 23.9, NC1=CC=C(C=2C(C3=CC=CC=C3C(C12)=O)=O)O (1-amino-4-hydroxyanthraquinone), B(O)(O)O (boric acid), S(O)(O)(=O)=O (sulphuric acid). Conditions: time 16 hour. The product is 31, C(=O)(O)C(CNC1=CC=C(C=2C(C3=CC=CC=C3C(C12)=O)=O)O)C (1-(β-carboxypropylamino)-4-hydroxyanthraquinone). The yield is 94.0%. Reaction SMILES: [CH3:1][C:2]([C:4]([OH:6])=[O:5])=[CH2:3].[NH2:7][C:8]1[C:21]2[C:20](=[O:22])[C:19]3[C:14](=[CH:15][CH:16]=[CH:17][CH:18]=3)[C:13](=[O:23])[C:12]=2[C:11]([OH:24])=[CH:10][CH:9]=1.B(O)(O)O.S(=O)(=O)(O)O>>[C:4]([CH:2]([CH3:1])[CH2:3][NH:7][C:8]1[C:21]2[C:20](=[O:22])[C:19]3[C:14](=[CH:15][CH:16]=[CH:17][CH:18]=3)[C:13](=[O:23])[C:12]=2[C:11]([OH:24])=[CH:10][CH:9]=1)([OH:6])=[O:5]. Reported procedure: 22 Parts of α-methacrylic acid are gradually added to a mixture of 23.9 parts of 1-amino-4-hydroxyanthraquinone, 6.2 parts of boric acid and 150 parts of 90% sulphuric acid at 35°-40° C, and the mixture is then stirred for 16 hours at 85°-90° C. The reaction mixture is processed as previously described to give 31 parts (94%) of 1-(β-carboxypropylamino)-4-hydroxyanthraquinone. Reactants: C(C1=CC=CC=C1)OC1=C(C(=O)NCCCOC)C=C(C(=C1)OCC1=CC=CC=C1)Br (2,4-bis-benzyloxy-5-bromo-N-(3-methoxy-propyl)-benzamide), C(C)(C)C=1C=CC(=C(C1)B(O)O)OC (5-isopropyl-2-methoxy-phenylboronic acid), C1(=CC=CC=C1)C (toluene), C(=O)(O)[O-].[Na+] (NaHCO3). The reagents and catalysts are C=1C=CC(=CC1)[P](C=2C=CC=CC2)(C=3C=CC=CC3)[Pd]([P](C=4C=CC=CC4)(C=5C=CC=CC5)C=6C=CC=CC6)([P](C=7C=CC=CC7)(C=8C=CC=CC8)C=9C=CC=CC9)[P](C=1C=CC=CC1)(C=1C=CC=CC1)C=1C=CC=CC1 (Pd(PPh3)4). Solvent: C(C)O (ethanol). The product is COCCCNC(=O)C=1C=C(C(=CC1OCC1=CC=CC=C1)OCC1=CC=CC=C1)C1=C(C=CC(=C1)C(C)C)OC (4,6-bis-benzyloxy-5′-isopropyl-2′-methoxy-biphenyl-3-carboxylic acid-(3-methoxypropyl)-amide). Isolated yield 91.7%. RXN SMILES: [CH2:1]([O:8][C:9]1[CH:22]=[C:21]([O:23][CH2:24][C:25]2[CH:30]=[CH:29][CH:28]=[CH:27][CH:26]=2)[C:20](Br)=[CH:19][C:10]=1[C:11]([NH:13][CH2:14][CH2:15][CH2:16][O:17][CH3:18])=[O:12])[C:2]1[CH:7]=[CH:6][CH:5]=[CH:4][CH:3]=1.[CH:32]([C:35]1[CH:36]=[CH:37][C:38]([O:44][CH3:45])=[C:39](B(O)O)[CH:40]=1)([CH3:34])[CH3:33].C1(C)C=CC=CC=1.C([O-])(O)=O.[Na+]>C1C=CC([P]([Pd]([P](C2C=CC=CC=2)(C2C=CC=CC=2)C2C=CC=CC=2)([P](C2C=CC=CC=2)(C2C=CC=CC=2)C2C=CC=CC=2)[P](C2C=CC=CC=2)(C2C=CC=CC=2)C2C=CC=CC=2)(C2C=CC=CC=2)C2C=CC=CC=2)=CC=1.C(O)C>[CH3:18][O:17][CH2:16][CH2:15][CH2:14][NH:13][C:11]([C:10]1[CH:19]=[C:20]([C:39]2[CH:40]=[C:35]([CH:32]([CH3:34])[CH3:33])[CH:36]=[CH:37][C:38]=2[O:44][CH3:45])[C:21]([O:23][CH2:24][C:25]2[CH:30]=[CH:29][CH:28]=[CH:27][CH:26]=2)=[CH:22][C:9]=1[O:8][CH2:1][C:2]1[CH:7]=[CH:6][CH:5]=[CH:4][CH:3]=1)=[O:12] |f:3.4,^1:61,63,82,101|. Reported procedure: The mixture of 2,4-bis-benzyloxy-5-bromo-N-(3-methoxy-propyl)-benzamide (484 mg, 1 mmol) and 5-isopropyl-2-methoxy-phenylboronic acid (388 mg, 2 mmol) was heated in the mixture of toluene (5 ml), ethanol (5 ml) and saturated NaHCO3 (5 ml) under nitrogen in the presence of a catalytic amount of Pd(PPh3)4 (60 mg, 0.056 mmol) at 80° C. for 2-3 h. After the reaction was complete, the reaction mixture was extracted with ethyl acetate (25 ml×3), and the combined organics were washed with water and bri... Reactants: FC1=CC=C(C=C1)C(C1=CC=C(C=C1)F)NC=O (bis(4-fluorophenyl)methylformamide), Cl (hydrochloric acid), [OH-].[Na+] (sodium hydroxide). Solvent: CO (methanol). Yields the product FC1=CC=C(C=C1)C(N)C1=CC=C(C=C1)F (1,1-Bis(4-fluorophenyl)methaneamine). RXN SMILES: [F:1][C:2]1[CH:7]=[CH:6][C:5]([CH:8]([NH:16]C=O)[C:9]2[CH:14]=[CH:13][C:12]([F:15])=[CH:11][CH:10]=2)=[CH:4][CH:3]=1.Cl.[OH-].[Na+]>CO>[F:1][C:2]1[CH:7]=[CH:6][C:5]([CH:8]([C:9]2[CH:14]=[CH:13][C:12]([F:15])=[CH:11][CH:10]=2)[NH2:16])=[CH:4][CH:3]=1 |f:2.3|. Reported procedure: A mixed solution of bis(4-fluorophenyl)methylformamide (13.9 g, 56.2 mmol), concentrated hydrochloric acid (80 ml) and methanol (160 ml) was stirred at 90° C. for 1.5 hours and cooled to room temperature, then a 6 N aqueous sodium hydroxide solution (170 ml) was added thereto, and the mixture was extracted with ethyl acetate. The extract was washed with water and dried over anhydrous magnesium sulfate, and the solvent was distilled off under reduced pressure to give the objective product as a so... Reported procedure: This compound was prepared using (S)-2-(6,7-dichloro-1-oxo-1H-isoquinolin-2-yl)-butyric acid (synthesized from 4,5-dichloro-2-formyl-benzoic acid [prepared as described in methods R-T] using procedures similar to those described in methods A-E) and (3S)-3-Amino-4-hydroxy-5-(2,3,5,6-tetrafluoro-phenoxy)-pentanoic acid tert-butyl ester (prepared as described in methods H-J) using procedures similar to those described in methods F-G. The title compound was isolated as a white solid (94% last step);... The reactants are ClC=1C=C2C=CN(C(C2=CC1Cl)=O)[C@H](C(=O)O)CC ((S)-2-(6,7-dichloro-1-oxo-1H-isoquinolin-2-yl)-butyric acid), ClC1=CC(=C(C(=O)O)C=C1Cl)C=O (4,5-dichloro-2-formyl-benzoic acid), C(C)(C)(C)OC(C[C@@H](C(COC1=C(C(=CC(=C1F)F)F)F)O)N)=O ((3S)-3-Amino-4-hydroxy-5-(2,3,5,6-tetrafluoro-phenoxy)-pentanoic acid tert-butyl ester). Reaction SMILES: [Cl:1][C:2]1[CH:3]=[C:4]2[C:9](=[CH:10][C:11]=1[Cl:12])[C:8](=[O:13])[N:7]([C@@H:14]([CH2:18][CH3:19])[C:15]([OH:17])=O)[CH:6]=[CH:5]2.ClC1C(Cl)=CC(C(O)=O)=C(C=O)C=1.[C:33]([O:37][C:38](=[O:56])[CH2:39][C@H:40]([NH2:55])[CH:41]([OH:54])[CH2:42][O:43][C:44]1[C:49]([F:50])=[C:48]([F:51])[CH:47]=[C:46]([F:52])[C:45]=1[F:53])([CH3:36])([CH3:35])[CH3:34]>>[C:33]([O:37][C:38](=[O:56])[CH2:39][C@H:40]([NH:55][C:15](=[O:17])[C@@H:14]([N:7]1[CH:6]=[CH:5][C:4]2[C:9](=[CH:10][C:11]([Cl:12])=[C:2]([Cl:1])[CH:3]=2)[C:8]1=[O:13])[CH2:18][CH3:19])[C:41](=[O:54])[CH2:42][O:43][C:44]1[C:49]([F:50])=[C:48]([F:51])[CH:47]=[C:46]([F:52])[C:45]=1[F:53])([CH3:36])([CH3:34])[CH3:35]. Product: C(C)(C)(C)OC(C[C@@H](C(COC1=C(C(=CC(=C1F)F)F)F)=O)NC([C@H](CC)N1C(C2=CC(=C(C=C2C=C1)Cl)Cl)=O)=O)=O ((S,S)-3-[2-(6,7-dichloro-1-oxo-1H-isoquinolin-2-yl)-butyrylamino]-4-oxo-5-(2,3,5,6-tetrafluoro-phenoxy)-pentanoic acid tert-butyl ester). Reactants: COC1=C(C=O)C=CC(=C1OC)OC (2,3,4-trimethoxybenzaldehyde), [N+](=O)([O-])C (nitromethane), C(C)(=O)[O-].[NH4+] (Ammonium acetate). Reaction conditions: temperature 50 celsius. Yields the product COC1=C(C(=C(C=C1)\C=C/[N+](=O)[O-])OC)OC ((Z)-1,2,3-trimethoxy-4-(2-nitrovinyl)benzene). RXN SMILES: [CH3:1][O:2][C:3]1[C:10]([O:11][CH3:12])=[C:9]([O:13][CH3:14])[CH:8]=[CH:7][C:4]=1[CH:5]=O.C([O-])(=O)C.[NH4+].[N+:20]([CH3:23])([O-:22])=[O:21]>>[CH3:14][O:13][C:9]1[CH:8]=[CH:7][C:4](/[CH:5]=[CH:23]\[N+:20]([O-:22])=[O:21])=[C:3]([O:2][CH3:1])[C:10]=1[O:11][CH3:12] |f:1.2|. Procedure: 2,3,4-trimethoxybenzaldehyde (20 g) was dissolved in nitromethane (50 ml). Ammonium acetate (8.25 g) was added, and the reaction was heated to 50° C. for 2 hrs. The solvents were evaporated in vacuo. The orange residue was partitioned between water and DCM. The organic layer was washed with brine, dried over Na2SO4 filtered and concentrated in vacuo. Reactants: IC1=CC=C(C=C1)[N+](=O)[O-] (4-Iodo-1-nitrobenzene), CCOCC (Ether), CCOP(=O)(C(F)(F)Br)OCC (bromodifluoromethyl diethylphosphonate), Cd. The reagents and catalysts are Cl[Cu] (CuCl). Solvent: CN(C)C=O (DMF). Reaction conditions: time 2 hour. The product is [N+](=O)([O-])C1=CC=C(C=C1)C(F)(F)P(OCC)(OCC)=O (Diethyl [(4-nitrophenyl)(difluoro)methyl]phosphonate). Isolated yield 86.4%. Reaction SMILES: [CH3:1][CH2:2][O:3][P:4]([O:10][CH2:11][CH3:12])([C:6](Br)([F:8])[F:7])=[O:5].I[C:14]1[CH:19]=[CH:18][C:17]([N+:20]([O-:22])=[O:21])=[CH:16][CH:15]=1.CCOCC>CN(C=O)C.Cl[Cu]>[N+:20]([C:17]1[CH:18]=[CH:19][C:14]([C:6]([P:4](=[O:5])([O:10][CH2:11][CH3:12])[O:3][CH2:2][CH3:1])([F:8])[F:7])=[CH:15][CH:16]=1)([O-:22])=[O:21]. Procedure: Under N2, a mixture of bromodifluoromethyl diethylphosphonate (0.427 g, 1.6 mmol) and Cd powder (180 mg, 1.6 mmol) in DMF (0.5 mL) was stirred at room temperature for 2 h. Most of Cd disappeared. 4-Iodo-1-nitrobenzene (249 mg, 1.00 mmol) and CuCl (115 mg, 1.16 mmol) were then added. The mixture was again stirred at room temperature for 3 h. Ether (20 mL) was added to the reaction mixture and the precipitated solids were filtered off and washed with 10 mL of ether. The combined ether layers were ... Starting materials: ClC=1N=C(C2=C(N1)CN(C2)C(=O)OC(C)(C)C)Cl (tert-butyl 2,4-dichloro-5H-pyrrolo[3,4-d]pyrimidine-6(7H)-carboxylate), C[C@H]1NCCOC1 ((R)-3-methylmorpholine), ClC=1N=C(C2=C(N1)CN(C2)C(=O)OC(C)(C)C)N2[C@H](COCC2)C ((S)-tert-butyl 2-chloro-4-(3-methylmorpholino)-5H-pyrrolo[3,4-d]pyrimidine-6(7H)-carboxylate), ClC=1N=C(C2=C(N1)CN(C2)C(=O)OC(C)(C)C)N2[C@H](COCC2)C ((S)-tert-butyl 2-chloro-4-(3-methylmorpholino)-5H-pyrrolo[3,4-d]pyrimidine-6(7H)-carboxylate). Yields the product ClC=1N=C(C2=C(N1)CN(C2)C(=O)OC(C)(C)C)N2[C@@H](COCC2)C ((R)-tert-butyl 2-chloro-4-(3-methylmorpholino)-5H-pyrrolo[3,4-d]pyrimidine-6(7H)-carboxylate), solid. The yield is 70.0%. Reaction SMILES: [Cl:1][C:2]1[N:3]=[C:4]([N:18]2[CH2:23][CH2:22][O:21][CH2:20][C@@H:19]2[CH3:24])[C:5]2[CH2:10][N:9]([C:11]([O:13][C:14]([CH3:17])([CH3:16])[CH3:15])=[O:12])[CH2:8][C:6]=2[N:7]=1.ClC1N=C(Cl)C2CN(C(OC(C)(C)C)=O)CC=2N=1.C[C@@H]1COCCN1>>[Cl:1][C:2]1[N:3]=[C:4]([N:18]2[CH2:23][CH2:22][O:21][CH2:20][C@H:19]2[CH3:24])[C:5]2[CH2:10][N:9]([C:11]([O:13][C:14]([CH3:17])([CH3:16])[CH3:15])=[O:12])[CH2:8][C:6]=2[N:7]=1. Reported procedure: Method as (S)-tert-butyl 2-chloro-4-(3-methylmorpholino)-5H-pyrrolo[3,4-d]pyrimidine-6(7H)-carboxylate (intermediate 1) using tert-butyl 2,4-dichloro-5H-pyrrolo[3,4-d]pyrimidine-6(7H)-carboxylate and (R)-3-methylmorpholine as starting materials to yield (R)-tert-butyl 2-chloro-4-(3-methylmorpholino)-5H-pyrrolo[3,4-d]pyrimidine-6(7H)-carboxylate a white solid (4.55 g, 12.8 mmol, 70%)